From a dataset of the Open Reaction Database (ORD), a public repository of structured organic reaction records. describe an organic reaction: reactants, conditions, products, and yield Starting materials: O=C([O-])O, CCN(CC)c1ccc(N)cc1, CCOC(=O)Cl, ClCCl, Cl, [Na+]. Product: CCOC(=O)Nc1ccc(N(CC)CC)cc1. RXN SMILES: [C:20](=[O:21])([O-:22])[OH:23].[CH2:8]([CH3:9])[N:10]([c:11]1[cH:12][cH:13][c:14]([NH2:17])[cH:15][cH:16]1)[CH2:18][CH3:19].[Cl:1][C:2](=[O:3])[O:4][CH2:5][CH3:6].[Cl:25][CH2:26][Cl:27].[ClH:7].[Na+:24]>>[C:2](=[O:3])([O:4][CH2:5][CH3:6])[NH:17][c:14]1[cH:13][cH:12][c:11]([N:10]([CH2:8][CH3:9])[CH2:18][CH3:19])[cH:16][cH:15]1. Reactants: COC(=O)C(C)Br, CCOCC(=O)Nc1c(C)ccc([N+](=O)[O-])c1C, [H-], [Na+], C1CCOC1, O. Product: CCOCC(=O)N(c1c(C)ccc([N+](=O)[O-])c1C)C(C)C(=O)OC. Reaction SMILES: [Br:21][CH:22]([C:23](=[O:24])[O:25][CH3:26])[CH3:27].[CH2:3]([CH3:4])[O:5][CH2:6][C:7](=[O:8])[NH:9][c:10]1[c:11]([CH3:20])[c:12]([N+:17](=[O:18])[O-:19])[cH:13][cH:14][c:15]1[CH3:16].[H-:1].[Na+:2].[O:29]1[CH2:30][CH2:31][CH2:32][CH2:33]1.[OH2:28]>>[CH2:3]([CH3:4])[O:5][CH2:6][C:7](=[O:8])[N:9]([c:10]1[c:11]([CH3:20])[c:12]([N+:17](=[O:18])[O-:19])[cH:13][cH:14][c:15]1[CH3:16])[CH:22]([C:23](=[O:24])[O:25][CH3:26])[CH3:27]. The reactants are ClC=1C=C(C=CC1)[C@H]1CCC(N[C@@H]1C1=CC=C(C=C1)Cl)=O ((5R,6S)-5-(3-chlorophenyl)-6-(4-chlorophenyl)piperidin-2-one), [H-].[Na+] (sodium hydride), oil, BrC1C=CCC1 (3-bromocyclopent-1-ene). The solvent is CN(C)C=O (DMF). Conditions: temperature 0 celsius, time 20 minute. The product is ClC=1C=C(C=CC1)[C@H]1CCC(N([C@@H]1C1=CC=C(C=C1)Cl)C1C=CCC1)=O ((5R,6S)-5-(3-chlorophenyl)-6-(4-chlorophenyl)-1-(cyclopent-2-enyl)piperidin-2-one). RXN SMILES: [Cl:1][C:2]1[CH:3]=[C:4]([C@@H:8]2[C@@H:13]([C:14]3[CH:19]=[CH:18][C:17]([Cl:20])=[CH:16][CH:15]=3)[NH:12][C:11](=[O:21])[CH2:10][CH2:9]2)[CH:5]=[CH:6][CH:7]=1.[H-].[Na+].Br[CH:25]1[CH2:29][CH2:28][CH:27]=[CH:26]1>CN(C=O)C>[Cl:1][C:2]1[CH:3]=[C:4]([C@@H:8]2[C@@H:13]([C:14]3[CH:15]=[CH:16][C:17]([Cl:20])=[CH:18][CH:19]=3)[N:12]([CH:29]3[CH2:28][CH2:27][CH:26]=[CH:25]3)[C:11](=[O:21])[CH2:10][CH2:9]2)[CH:5]=[CH:6][CH:7]=1 |f:1.2|. Procedure details: To a solution of 3.25 g (10.16 mmol) of (5R,6S)-5-(3-chlorophenyl)-6-(4-chlorophenyl)piperidin-2-one (Example 1, Step E) in DMF (150 mL) at 0° C. was added a dispersion of 60% sodium hydride in mineral oil (1.016 g, 25.4 mmol). Evolution of gas was observed. The cloudy reaction mixture was stirred at 0° C. for 20 min before adding 3-bromocyclopent-1-ene (4.48 g, 30.5 mmol). The cloudy reaction mixture warmed to room temperature and stirred at room temperature for 18 h. The reaction was quenched ... Starting materials: Cl.Cl.NC1=CC(=C(C(=O)NCC2CCNCC2)C=C1Cl)OC (4-Amino-5-chloro-2-methoxy-N-(piperidin-4-ylmethyl)benzamide dihydrochloride), BrCCCCCC(=O)C1=C(C(=CC=C1)Cl)Cl (6-bromo-1-(2,3-dichlorophenyl)-1-hexanone). The product is NC1=CC(=C(C(=O)NCC2CCN(CC2)CCCCCC(=O)C2=C(C(=CC=C2)Cl)Cl)C=C1Cl)OC (4-amino-5-chloro-2-methoxy-N-((1-(6-(2,3-dichlorophenyl)-6-oxohexyl)piperidine-4-yl)methyl)benzamide). RXN SMILES: Cl.Cl.[NH2:3][C:4]1[C:19]([Cl:20])=[CH:18][C:7]([C:8]([NH:10][CH2:11][CH:12]2[CH2:17][CH2:16][NH:15][CH2:14][CH2:13]2)=[O:9])=[C:6]([O:21][CH3:22])[CH:5]=1.Br[CH2:24][CH2:25][CH2:26][CH2:27][CH2:28][C:29]([C:31]1[CH:36]=[CH:35][CH:34]=[C:33]([Cl:37])[C:32]=1[Cl:38])=[O:30]>>[NH2:3][C:4]1[C:19]([Cl:20])=[CH:18][C:7]([C:8]([NH:10][CH2:11][CH:12]2[CH2:13][CH2:14][N:15]([CH2:24][CH2:25][CH2:26][CH2:27][CH2:28][C:29]([C:31]3[CH:36]=[CH:35][CH:34]=[C:33]([Cl:37])[C:32]=3[Cl:38])=[O:30])[CH2:16][CH2:17]2)=[O:9])=[C:6]([O:21][CH3:22])[CH:5]=1 |f:0.1.2|. Reported procedure: 4-Amino-5-chloro-2-methoxy-N-(piperidin-4-ylmethyl)benzamide dihydrochloride as starting compound and 6-bromo-1-(2,3-dichlorophenyl)-1-hexanone are reacted and treated in the same manner as in Example 199 to give 4-amino-5-chloro-2-methoxy-N-((1-(6-(2,3-dichlorophenyl)-6-oxohexyl)piperidine-4-yl)methyl)benzamide.